From a dataset of the Open Reaction Database (ORD), a public repository of structured organic reaction records. describe an organic reaction: reactants, conditions, products, and yield The reactants are CCO, [K+], CCOC(=S)Sc1ccc(C#N)cc1, [OH-]. Yields the product N#Cc1ccc(S)cc1. Reaction SMILES: [CH3:17][CH2:18][OH:19].[K+:16].[O:1]([CH2:2][CH3:3])[C:13]([S:4][c:5]1[cH:6][cH:7][c:8]([C:11]#[N:12])[cH:9][cH:10]1)=[S:14].[OH-:15]>>[SH:4][c:5]1[cH:6][cH:7][c:8]([C:11]#[N:12])[cH:9][cH:10]1. Reactants: OC1=C(C=O)C=CC=C1 (2-hydroxy-benzaldehyde), C(=O)([O-])[O-].[K+].[K+] (K2CO3), COC(C(C)Br)=O (2-bromo-propionic acid methyl ester). Solvent: CN(C)C=O (DMF), CC(OCC)=O (EA). Conditions: temperature 120 celsius, time 45 minute. Product: COC(C(C)OC1=C(C=CC=C1)C=O)=O (2-(2-formyl-phenoxy)-propionic acid methyl ester). Isolated yield 91.5%. RXN SMILES: [OH:1][C:2]1[CH:9]=[CH:8][CH:7]=[CH:6][C:3]=1[CH:4]=[O:5].C([O-])([O-])=O.[K+].[K+].[CH3:16][O:17][C:18](=[O:22])[CH:19](Br)[CH3:20]>CN(C=O)C.CC(=O)OCC>[CH3:16][O:17][C:18](=[O:22])[CH:19]([O:1][C:2]1[CH:9]=[CH:8][CH:7]=[CH:6][C:3]=1[CH:4]=[O:5])[CH3:20] |f:1.2.3|. Procedure: A mixture of 2-hydroxy-benzaldehyde (1 g; 8.19 mmol; 1 eq.), K2CO3 (3.4 g; 24.6 mmol; 3 eq.) and 2-bromo-propionic acid methyl ester (3.42 g; 20.5 mmol; 2.5 eq.) in DMF (50 mL) was stirred at 120° C. for 45 minutes then diluted with EA. The solution was washed with water (3×) then brine, dried over magnesium sulfate and concentrated in vacuo. Purification by column chromatography (15% to 33% EA in cyclohexane) afforded the title compound (1.56 g, 91%) as a colourless oil. HPLC (max plot) 96.3%; ... The reactants are c1ccc(C2CO2)cc1, COC(=O)c1ccc(S)cc1Cl. The product is COC(=O)c1ccc(SCC(O)c2ccccc2)cc1Cl. Reaction SMILES: [CH2:1]1[O:2][CH:3]1[c:4]1[cH:5][cH:6][cH:7][cH:8][cH:9]1.[Cl:10][c:11]1[c:12]([C:13](=[O:14])[O:15][CH3:16])[cH:17][cH:18][c:19]([SH:21])[cH:20]1>>[CH2:1]([CH:3]([OH:2])[c:4]1[cH:5][cH:6][cH:7][cH:8][cH:9]1)[S:21][c:19]1[cH:18][cH:17][c:12]([C:13](=[O:14])[O:15][CH3:16])[c:11]([Cl:10])[cH:20]1. As a reaction SMILES: C[O:2][C:3]([CH2:5][O:6][C:7]1[CH:8]=[C:9]2[C:14](=[CH:15][CH:16]=1)[CH:13]=[C:12]([C:17]([O:19][CH3:20])=[O:18])[CH:11]=[CH:10]2)=[O:4].[OH-].[K+].Cl>O.CN(C=O)C>[C:3]([CH2:5][O:6][C:7]1[CH:8]=[C:9]2[C:14](=[CH:15][CH:16]=1)[CH:13]=[C:12]([C:17]([O:19][CH3:20])=[O:18])[CH:11]=[CH:10]2)([OH:4])=[O:2] |f:1.2|. Procedure: 2.3 g of methyl 6-methoxycarbonylmethoxy-2-naphthoate and 2.3 g of KOH are heated under reflux for 3 h in 100 ml of water and 10 ml of DMF. The mixture is then acidified to pH 0.3 using hydrochloric acid, and the precipitate which is deposited is filtered off with suction at RT. 1.7 g of methyl 6-carboxymethoxy-2-naphthoate are obtained; The reactants are COC(=O)COC=1C=C2C=CC(=CC2=CC1)C(=O)OC (methyl 6-methoxycarbonylmethoxy-2-naphthoate), [OH-].[K+] (KOH), Cl (hydrochloric acid). Run in O (water), CN(C)C=O (DMF). Product: C(=O)(O)COC=1C=C2C=CC(=CC2=CC1)C(=O)OC (methyl 6-carboxymethoxy-2-naphthoate). Isolated yield 77.9%.